This data is from the Open Reaction Database (ORD), a public repository of structured organic reaction records. The task is: describe an organic reaction: reactants, conditions, products, and yield Starting materials: CC(C)(C)OC(N)=O, CO, O=CO, [Na+], O, Cc1ccc(S(=O)(=O)[O-])cc1, O=Cc1ncco1. The product is Cc1ccc(S(=O)(=O)C(NC(=O)OC(C)(C)C)c2ncco2)cc1. As a reaction SMILES: [C:8]([NH2:9])([O:10][C:11]([CH3:12])([CH3:13])[CH3:14])=[O:15].[CH3:31][OH:32].[CH:28]([OH:29])=[O:30].[Na+:27].[OH2:33].[c:16]1([CH3:26])[cH:17][cH:18][c:19]([S:22](=[O:23])(=[O:24])[O-:25])[cH:20][cH:21]1.[o:1]1[c:2]([CH:6]=[O:7])[n:3][cH:4][cH:5]1>>[o:1]1[c:2]([CH:6]([NH:9][C:8]([O:10][C:11]([CH3:12])([CH3:13])[CH3:14])=[O:15])[S:22]([c:19]2[cH:18][cH:17][c:16]([CH3:26])[cH:21][cH:20]2)(=[O:23])=[O:24])[n:3][cH:4][cH:5]1. The reactants are BrC1=CC(=C(C=C1)NC(C(F)(F)F)=O)F (N-(4-bromo-2-fluoro-phenyl)-2,2,2-trifluoro-acetamide), NC1=NC=C(C(=N1)N)CC=1C=C(C(=C(C1)OS(=O)(=O)CC(C)C)I)OCC (2-methyl-propane-1-sulphonic acid 5-(2,4-diamino-pyrimidin-5-ylmethyl)-3-ethoxy-2-iodo-phenyl ester). Yields the product NC1=C(C=C(C=C1)C1=C(C=C(C=C1OCC)CC=1C(=NC(=NC1)N)N)OS(=O)(=O)CC(C)C)F (2-Methyl-propane-1-sulphonic acid 4′-amino-4-(2,4-diamino-pyrimidin-5-ylmethyl)-6-ethoxy-3′-fluoro-biphenyl-2-yl ester). Yield: 79.8%. Reaction SMILES: Br[C:2]1[CH:7]=[CH:6][C:5]([NH:8]C(=O)C(F)(F)F)=[C:4]([F:15])[CH:3]=1.[NH2:16][C:17]1[N:22]=[C:21]([NH2:23])[C:20]([CH2:24][C:25]2[CH:26]=[C:27]([O:40][CH2:41][CH3:42])[C:28](I)=[C:29]([O:31][S:32]([CH2:35][CH:36]([CH3:38])[CH3:37])(=[O:34])=[O:33])[CH:30]=2)=[CH:19][N:18]=1>>[NH2:8][C:5]1[CH:6]=[CH:7][C:2]([C:28]2[C:27]([O:40][CH2:41][CH3:42])=[CH:26][C:25]([CH2:24][C:20]3[C:21]([NH2:23])=[N:22][C:17]([NH2:16])=[N:18][CH:19]=3)=[CH:30][C:29]=2[O:31][S:32]([CH2:35][CH:36]([CH3:37])[CH3:38])(=[O:33])=[O:34])=[CH:3][C:4]=1[F:15]. Procedure details: Starting from 241 mg (0.84 mmol) N-(4-bromo-2-fluoro-phenyl)-2,2,2-trifluoro-acetamide and 215 mg (0.42 mmol) 2-methyl-propane-1-sulphonic acid 5-(2,4-diamino-pyrimidin-5-ylmethyl)-3-ethoxy-2-iodo-phenyl ester, 164 mg of the title compound are obtained as a pale brown foam.